This data is from the Open Reaction Database (ORD), a public repository of structured organic reaction records. The task is: describe an organic reaction: reactants, conditions, products, and yield The reactants are C[O-].[Na+] (sodium methoxide), C(#N)C1=CC=C(C=C1)CC#N (4-cyanophenylacetonitrile), N(=[N+]=[N-])C1=C(C=C(C=C1)Cl)Cl (1-azido-2,4-dichloro-benzene). Run in CO (methanol). Reaction conditions: time 8 hour. Product: NC1=C(N=NN1C1=C(C=C(C=C1)Cl)Cl)C1=CC=C(C#N)C=C1 (4-[5-Amino-1-(2,4-dichloro-phenyl)-1H-[1,2,3]triazol-4-yl]-benzonitrile). Isolated yield 28.5%. Reaction SMILES: C[O-].[Na+].[C:4]([C:6]1[CH:11]=[CH:10][C:9]([CH2:12][C:13]#[N:14])=[CH:8][CH:7]=1)#[N:5].[N:15]([C:18]1[CH:23]=[CH:22][C:21]([Cl:24])=[CH:20][C:19]=1[Cl:25])=[N+:16]=[N-:17]>CO>[NH2:14][C:13]1[N:15]([C:18]2[CH:23]=[CH:22][C:21]([Cl:24])=[CH:20][C:19]=2[Cl:25])[N:16]=[N:17][C:12]=1[C:9]1[CH:10]=[CH:11][C:6]([C:4]#[N:5])=[CH:7][CH:8]=1 |f:0.1|. Reported procedure: To a stirred and ice-cooled solution of sodium methoxide (0.388 g, 7.1802 mmol) in methanol (30 ml), 4-cyanophenylacetonitrile (0.817 g, 5.7442 mmol) and 1-azido-2,4-dichloro-benzene (0.900 g, 4.7868 mmol) are added portion wise under a nitrogen atmosphere. The reaction mixture is allowed to attain room temperature spontaneously overnight, concentrated in vacuo, added water and extracted with ethylacetate (3×100 ml). The combined organic layers are dried over MgSO4, filtered and evaporated to gi... The reactants are CN(C)CC1=CNC2=NC=CC=C21 (3-dimethylaminomethyl-1H-pyrrolo[2,3-b]pyridine), N1C=CC2=CC(=CC=C12)N1CCNCC1 (1-(5-indolyl)piperazine). Run in C1(=CC=CC=C1)C (toluene). Yields the product N1C=CC2=CC(=CC=C12)N1CCN(CC1)CC1=CNC2=NC=CC=C21 (3-(4-[5-Indolyl]piperazin-1-yl)methyl-1H-pyrrolo [2,3-b]pyridine). The yield is 31.8%. RXN SMILES: [CH3:1][N:2]([CH2:4][C:5]1[C:13]2[C:8](=[N:9][CH:10]=[CH:11][CH:12]=2)[NH:7][CH:6]=1)[CH3:3].[NH:14]1[C:22]2[C:17](=[CH:18][C:19]([N:23]3[CH2:28]CNC[CH2:24]3)=[CH:20][CH:21]=2)[CH:16]=[CH:15]1>C1(C)C=CC=CC=1>[NH:14]1[C:22]2[C:17](=[CH:18][C:19]([N:23]3[CH2:28][CH2:1][N:2]([CH2:4][C:5]4[C:13]5[C:8](=[N:9][CH:10]=[CH:11][CH:12]=5)[NH:7][CH:6]=4)[CH2:3][CH2:24]3)=[CH:20][CH:21]=2)[CH:16]=[CH:15]1. Procedure details: A mixture of 3-dimethylaminomethyl-1H-pyrrolo[2,3-b]pyridine (0.23 g, 1.33 mmol) and 1-(5-indolyl)piperazine (0.27 g, 1.34 mmol) in toluene (20 ml) was heated at reflux for 16 h under nitrogen. The mixture was allowed to cool and the solid present collected. Purification by flash chromatography, eluting with 90:8:1 dichloromethane/methanol/ammonia, twice gave the title compound (0.14 g, 32%) as a white solid. Recrystallisation from methanol afforded needles, m.p. 232.5°-233° C.; (Found: C, 72.14... Reactants: C(=O)(O)C1(CC(C1)C1(C(NC(N1)=O)=O)CC(C1=CC=CC=C1)C1=CC=CC=C1)C(=O)O (5-(3,3-dicarboxycyclobutyl)-5-(2,2-diphenylethyl)imidazolidine-2,4-dione), PTFE, [OH-].[Na+] (sodium hydroxide). Yields the product NC(C(=O)O)(CC(C1=CC=CC=C1)C1=CC=CC=C1)C1CC(C1)(C(=O)O)C(=O)O (2-Amino-2-(3,3-dicarboxycyclobutyl)-4,4-diphenylbutanoic acid). Reaction SMILES: [C:1]([C:4]1([C:29]([OH:31])=[O:30])[CH2:7][CH:6]([C:8]2([CH2:15][CH:16]([C:23]3[CH:28]=[CH:27][CH:26]=[CH:25][CH:24]=3)[C:17]3[CH:22]=[CH:21][CH:20]=[CH:19][CH:18]=3)[NH:12]C(=O)N[C:9]2=[O:14])[CH2:5]1)([OH:3])=[O:2].[OH-:32].[Na+]>>[NH2:12][C:8]([CH:6]1[CH2:7][C:4]([C:1]([OH:3])=[O:2])([C:29]([OH:31])=[O:30])[CH2:5]1)([CH2:15][CH:16]([C:17]1[CH:18]=[CH:19][CH:20]=[CH:21][CH:22]=1)[C:23]1[CH:28]=[CH:27][CH:26]=[CH:25][CH:24]=1)[C:9]([OH:32])=[O:14] |f:1.2|. Reported procedure: A solution of 5-(3,3-dicarboxycyclobutyl)-5-(2,2-diphenylethyl)imidazolidine-2,4-dione (0.21 g, 0.5 mmol) in 2M sodium hydroxide (4 ml) was heated to 150° C. for 4 days in a PTFE lined stainless steel pressure vessel. After cooling, the mixture was filtered and the filtrate acidified with 5M hydrochloric acid (2 ml). The precipitate was cooled and filtered, washed with water and dried to give the title product (m.p. 182-185° C. with effervescence). 1H NMR (D2O/NaOH) δ 7.21-7.50 (10H, m)), 4.06 (... Starting materials: CC(C)C[Al+]CC(C)C, C1CCOC1, CO, [H-], O, CCCCCC(O)c1cccc(OCc2cccc(C#N)c2)c1. Product: CCCCCC(O)c1cccc(OCc2cccc(C=O)c2)c1. As a reaction SMILES: [CH2:25]([Al+:26][CH2:27][CH:28]([CH3:29])[CH3:30])[CH:31]([CH3:32])[CH3:33].[CH2:37]1[O:38][CH2:39][CH2:40][CH2:41]1.[CH3:34][OH:35].[H-:24].[OH2:36].[OH:1][CH:2]([CH2:3][CH2:4][CH2:5][CH2:6][CH3:7])[c:8]1[cH:9][c:10]([O:11][CH2:12][c:13]2[cH:14][c:15]([C:16]#[N:17])[cH:18][cH:19][cH:20]2)[cH:21][cH:22][cH:23]1>>[OH:1][CH:2]([CH2:3][CH2:4][CH2:5][CH2:6][CH3:7])[c:8]1[cH:9][c:10]([O:11][CH2:12][c:13]2[cH:14][c:15]([CH:16]=[O:35])[cH:18][cH:19][cH:20]2)[cH:21][cH:22][cH:23]1.